From a dataset of the Open Reaction Database (ORD), a public repository of structured organic reaction records. describe an organic reaction: reactants, conditions, products, and yield The reactants are C1COCCN1, CCOC(C)=O, CCOC(=O)c1c(S(C)(=O)=O)n(C2CC2)c2cc(F)c(F)cc2c1=O, CCN(C(C)C)C(C)C, C1CCOC1. The product is CCOC(=O)c1c(N2CCOCC2)n(C2CC2)c2cc(F)c(F)cc2c1=O. As a reaction SMILES: [CH2:26]1[CH2:27][O:28][CH2:29][CH2:30][NH:31]1.[CH3:46][CH2:47][O:48][C:49](=[O:50])[CH3:51].[CH:1]1([n:4]2[c:5]([S:22]([CH3:23])(=[O:24])=[O:25])[c:6]([C:17](=[O:18])[O:19][CH2:20][CH3:21])[c:7](=[O:16])[c:8]3[cH:9][c:10]([F:15])[c:11]([F:14])[cH:12][c:13]23)[CH2:2][CH2:3]1.[CH:32]([N:33]([CH2:34][CH3:35])[CH:36]([CH3:37])[CH3:38])([CH3:39])[CH3:40].[O:41]1[CH2:42][CH2:43][CH2:44][CH2:45]1>>[CH:1]1([n:4]2[c:5]([N:31]3[CH2:26][CH2:27][O:28][CH2:29][CH2:30]3)[c:6]([C:17](=[O:18])[O:19][CH2:20][CH3:21])[c:7](=[O:16])[c:8]3[cH:9][c:10]([F:15])[c:11]([F:14])[cH:12][c:13]23)[CH2:2][CH2:3]1. The reactants are CC(=O)O[BH-](OC(C)=O)OC(C)=O, CCC(=O)CC, CC(=O)O, ClCCCl, Nc1cc(F)c(F)c(F)c1, [Na+]. Product: CCC(CC)Nc1cc(F)c(F)c(F)c1. Reaction SMILES: [C:11]([O:12][BH-:13]([O:14][C:15](=[O:16])[CH3:17])[O:18][C:19](=[O:20])[CH3:21])(=[O:22])[CH3:23].[CH3:1][CH2:2][C:3]([CH2:4][CH3:5])=[O:6].[CH3:7][C:8](=[O:9])[OH:10].[Cl:35][CH2:36][CH2:37][Cl:38].[F:25][c:26]1[cH:27][c:28]([NH2:29])[cH:30][c:31]([F:34])[c:32]1[F:33].[Na+:24]>>[CH3:1][CH2:2][CH:3]([CH2:4][CH3:5])[NH:29][c:28]1[cH:27][c:26]([F:25])[c:32]([F:33])[c:31]([F:34])[cH:30]1. The reactants are BrC=1C=C(C=CC1)C(F)(F)F (3-bromo-benzotrifluoride), C(=C)OCC (ethyl vinyl ether), bis-(dibenzalacetone) chloroform palladium, C1(OCC(C)O1)=O (propylene carbonate). Reagents/catalysts: C1(=CC=CC=C1)P(C1=CC=CC=C1)C1=CC=CC=C1 (triphenyl phospine). Run at temperature 120 celsius. Yields the product FC(C=1CC(C=C)(C=CC1)OCC)(F)F (3-trifluoromethyl-1-ethoxystyrene). Isolated yield 75.0%. As a reaction SMILES: Br[C:2]1[CH:3]=[C:4]([C:8]([F:11])([F:10])[F:9])[CH:5]=[CH:6][CH:7]=1.[CH:12]([O:14]CC)=[CH2:13].C1(=O)O[CH:20](C)[CH2:19]O1>C1(P(C2C=CC=CC=2)C2C=CC=CC=2)C=CC=CC=1>[F:9][C:8]([F:11])([F:10])[C:4]1[CH2:3][C:2]([O:14][CH2:12][CH3:13])([CH:7]=[CH:6][CH:5]=1)[CH:19]=[CH2:20]. Reported procedure: To 22.5 g (100 ml) of 3-bromo-benzotrifluoride and 80 ml propylene carbonate under argon 20.2 g (200 mmol) triethyl amine, 14.4 g (200 mmol) ethyl vinyl ether, 518 mg (0.5 mmol) bis-(dibenzalacetone)-chloroform-palladium and 525 mg (2 mmol) triphenyl phospine are added. The reaction mixture is heated in an autoclave to 120° C. for 20 hours, cooled to room temperature, filtered and the filtrate extracted twice with 50 ml hexane. The hexane phase is washed twice with 50 ml water, dried with Na2SO4... Starting materials: N1(C=NC=C1)CCCNC(=O)C1=NC=CC(=C1)OC1=CC=C(C=C1)NC(=O)NC1=CC2=C(OC(OC2(F)F)(F)F)C=C1 (N-[3-(1H-imidazol-1-yl)propyl]-4-[4-({[(2,2,4,4-tetrafluoro-4H-1,3-benzodioxin-6-yl)amino]carbonyl}-amino)phenoxy]pyridine-2-carboxamide), FC1(OC(C2=C(O1)C=CC(=C2)NC(=O)NC2=CC=C(OC1=CC(=NC=C1)C(=O)OC)C=C2)(F)F)F (methyl 4-[4-({[(2,2,4,4-tetrafluoro-4H-1,3-benzodioxin-6-yl)amino]carbonyl}amino)phenoxy]pyridine-2-carboxylate), NCCCN1C=NC=C1 (1-(3-aminopropyl)imidazole), CN1N=CC2=CC(=CC=C12)NC(=O)NC1=CC=C(OC2=CC(=NC=C2)C(=O)N)C=C1 (4-[4-({[(1-methyl-1H-indazol-5-yl)amino]-carbonyl}amino)-phenoxy]pyridine-2-carboxamide). Product: C1(CC1)NC(=O)C1=NC=CC(=C1)OC1=CC=C(C=C1)NC(=O)NC=1C=C2C=NN(C2=CC1)C (N-cyclopropyl-4-[4-({[(1-methyl-1H-indazol-5-yl)amino]-carbonyl}amino)phenoxy]pyridine-2-carboxamide). Reaction SMILES: N1([CH2:6][CH2:7][CH2:8][NH:9][C:10]([C:12]2[CH:17]=[C:16]([O:18][C:19]3[CH:24]=[CH:23][C:22]([NH:25][C:26]([NH:28][C:29]4[CH:42]=[CH:41][C:32]5OC(F)(F)OC(F)(F)[C:31]=5[CH:30]=4)=[O:27])=[CH:21][CH:20]=3)[CH:15]=[CH:14][N:13]=2)=[O:11])C=CN=C1.NCCCN1C=CN=C1.[CH3:52][N:53]1C2C(=CC(NC(NC3C=CC(OC4C=CN=C(C(N)=O)C=4)=CC=3)=O)=CC=2)[CH:55]=[N:54]1.FC1(F)OC2C=CC(NC(NC3C=CC(OC4C=CN=C(C(OC)=O)C=4)=CC=3)=O)=CC=2C(F)(F)O1>>[CH:8]1([NH:9][C:10]([C:12]2[CH:17]=[C:16]([O:18][C:19]3[CH:24]=[CH:23][C:22]([NH:25][C:26]([NH:28][C:29]4[CH:30]=[C:31]5[C:32](=[CH:41][CH:42]=4)[N:54]([CH3:55])[N:53]=[CH:52]5)=[O:27])=[CH:21][CH:20]=3)[CH:15]=[CH:14][N:13]=2)=[O:11])[CH2:6][CH2:7]1. Reported procedure: The title compound was prepared in the same manner described for N-[3-(1H-imidazol-1-yl)propyl]-4-[4-({[(2,2,4,4-tetrafluoro-4H-1,3-benzodioxin-6-yl)amino]carbonyl}-amino)phenoxy]pyridine-2-carboxamide, substituting cyclopropylamine for 1-(3-aminopropyl)imidazole and 4-[4-({[(1-methyl-1H-indazol-5-yl)amino]-carbonyl}amino)-phenoxy]pyridine-2-carboxamide for methyl 4-[4-({[(2,2,4,4-tetrafluoro-4H-1,3-benzodioxin-6-yl)amino]carbonyl}amino)phenoxy]pyridine-2-carboxylate. 1H-NMR (MeOH-d4/CD2Cl2) δ 8...